This data is from the Open Reaction Database (ORD), a public repository of structured organic reaction records. The task is: describe an organic reaction: reactants, conditions, products, and yield The reactants are [OH-].[K+] (potassium hydroxide), CC1(C=2C=CC(=CC2C(CC1)(C)C)C(=C)C1=CC=C(C(=O)OC)C=C1)C (Methyl 4-[1-(5,6,7,8-tetrahydro-5,5,8,8-tetramethyl-2-naphthalenyl)-1-ethenyl]benzoate), Cl (hydrochloric acid). Run in CO (methanol). Reaction conditions: temperature 50 celsius, time 14 hour. Yields the product CC1(C=2C=CC(=CC2C(CC1)(C)C)C(=C)C1=CC=C(C(=O)O)C=C1)C (4-[1-(5,6,7,8-Tetrahydro-5,5,8,8-tetramethyl-2-naphthalenyl)-1-ethenyl]benzoic acid). The yield is 81.9%. As a reaction SMILES: [CH3:1][C:2]1([CH3:26])[CH2:11][CH2:10][C:9]([CH3:13])([CH3:12])[C:8]2[CH:7]=[C:6]([C:14]([C:16]3[CH:25]=[CH:24][C:19]([C:20]([O:22]C)=[O:21])=[CH:18][CH:17]=3)=[CH2:15])[CH:5]=[CH:4][C:3]1=2.[OH-].[K+].Cl>CO>[CH3:1][C:2]1([CH3:26])[CH2:11][CH2:10][C:9]([CH3:12])([CH3:13])[C:8]2[CH:7]=[C:6]([C:14]([C:16]3[CH:25]=[CH:24][C:19]([C:20]([OH:22])=[O:21])=[CH:18][CH:17]=3)=[CH2:15])[CH:5]=[CH:4][C:3]1=2 |f:1.2|. Procedure: To a suspension of the ester 16 (94 mg, 0.27 mmol) in 75% aqueous methanol (2 mL) was added potassium hydroxide (0.045 g), and the reaction mixture was stirred at 50° C. for 14 h during which time the material dissolved. The solution was cooled to room temperature, acidified with 2N aqueous hydrochloric acid, and then extracted with ether. The combined organic layers were washed with water and brine. The organic solution was then dried over anhydrous MgSO4, filtered and concentrated to afford a ... Starting materials: F[B-](F)(F)F.C(C)[O+](CC)CC (Triethyloxonium tetrafluoroborate), ClC1=C(C=CC(=C1F)Cl)C(=O)N1CC(NCC1)=O (4-[(2,4-dichloro-3-fluorophenyl)carbonyl]-2-piperazinone), S1N=C(C=N1)C(=O)NN (1,2,5-thiadiazole-3-carbohydrazide). Run in C(C)(=O)OCC (ethyl acetate), ClCCl (dichloromethane). Conditions: time 1 hour. Product: ClC1=C(C=CC(=C1F)Cl)C(=O)N1CC=2N(CC1)C(=NN2)C2=NSN=C2 (7-[(2,4-Dichloro-3-fluorophenyl)carbonyl]-3-(1,2,5-thiadiazol-3-yl)-5,6,7,8-tetrahydro[1,2,4]triazolo[4,3-a]pyrazine). Reaction SMILES: F[B-](F)(F)F.C([O+](CC)CC)C.[Cl:13][C:14]1[C:19]([F:20])=[C:18]([Cl:21])[CH:17]=[CH:16][C:15]=1[C:22]([N:24]1[CH2:29][CH2:28][NH:27][C:26](=O)[CH2:25]1)=[O:23].[S:31]1[N:35]=[CH:34][C:33]([C:36]([NH:38][NH2:39])=O)=[N:32]1>ClCCl.C(OCC)(=O)C>[Cl:13][C:14]1[C:19]([F:20])=[C:18]([Cl:21])[CH:17]=[CH:16][C:15]=1[C:22]([N:24]1[CH2:29][CH2:28][N:27]2[C:36]([C:33]3[CH:34]=[N:35][S:31][N:32]=3)=[N:38][N:39]=[C:26]2[CH2:25]1)=[O:23] |f:0.1|. Reported procedure: Triethyloxonium tetrafluoroborate (144 mg, 0.756 mmol) was added under argon to a suspension of 4-[(2,4-dichloro-3-fluorophenyl)carbonyl]-2-piperazinone (I37) (200 mg, 0.687 mmol) in dry dichloromethane (DCM) (1.7 ml). The reaction mixture was stirred at room temperature for 1 h—everything dissolved. 1,2,5-thiadiazole-3-carbohydrazide (I119)(119 mg, 0.824 mmol) was added and the mixture was stirred at room temperature overnight. The solvent was evaporated under reduced pressure and 1-butanol (1.... Starting materials: ClCCl, CCN(C(C)C)C(C)C, CC1=C(C(=O)O)C(c2cc(F)cc(F)c2)NC(=O)N1, Nc1ccc2[nH]nc(Nc3cc(F)cc(F)c3)c2c1. The product is CC1=C(C(=O)Nc2ccc3[nH]nc(Nc4cc(F)cc(F)c4)c3c2)C(c2cc(F)cc(F)c2)NC(=O)N1. As a reaction SMILES: [CH2:48]([Cl:49])[Cl:50].[CH:39]([N:40]([CH:41]([CH3:42])[CH3:43])[CH2:44][CH3:45])([CH3:46])[CH3:47].[F:1][c:2]1[cH:3][c:4]([CH:9]2[NH:10][C:11](=[O:19])[NH:12][C:13]([CH3:18])=[C:14]2[C:15](=[O:16])[OH:17])[cH:5][c:6]([F:8])[cH:7]1.[F:20][c:21]1[cH:22][c:23]([NH:28][c:29]2[n:30][nH:31][c:32]3[cH:33][cH:34][c:35]([NH2:38])[cH:36][c:37]23)[cH:24][c:25]([F:27])[cH:26]1>>[F:1][c:2]1[cH:3][c:4]([CH:9]2[NH:10][C:11](=[O:19])[NH:12][C:13]([CH3:18])=[C:14]2[C:15](=[O:17])[NH:38][c:35]2[cH:34][cH:33][c:32]3[nH:31][n:30][c:29]([NH:28][c:23]4[cH:22][c:21]([F:20])[cH:26][c:25]([F:27])[cH:24]4)[c:37]3[cH:36]2)[cH:5][c:6]([F:8])[cH:7]1. Reactants: CN1CCOCC1 (N-methylmorpholine), ON1N=NC2=C1C=CC=C2 (1-hydroxybenzotriazole), Cl.CN(CCCN=C=NCC)C (1-[3-(dimethylamino)propyl]-3-ethylcarbodiimide hydrochloride), C[C@@H](C(=O)O)NC(=O)OCC1=CC=CC=C1 (N-α-CBZ-L-alanine), Cl.NCC(=O)C1=CC=CC=C1 (2-aminoacetophenone hydrochloride). The solvent is ClCCl (dichloromethane). Run at temperature 0 celsius, time 8 hour. The product is C(C1=CC=CC=C1)OC(NC(C)C(NCC(C1=CC=CC=C1)=O)=O)=O ([1-(2-oxo-2-phenyl-ethylcarbamoyl)-ethyl]-carbamic acid benzyl ester). RXN SMILES: [CH3:1][C@H:2]([NH:6][C:7]([O:9][CH2:10][C:11]1[CH:16]=[CH:15][CH:14]=[CH:13][CH:12]=1)=[O:8])[C:3]([OH:5])=O.Cl.[NH2:18][CH2:19][C:20]([C:22]1[CH:27]=[CH:26][CH:25]=[CH:24][CH:23]=1)=[O:21].CN1CCOCC1.ON1C2C=CC=CC=2N=N1.Cl.CN(C)CCCN=C=NCC>ClCCl>[CH2:10]([O:9][C:7](=[O:8])[NH:6][CH:2]([C:3](=[O:5])[NH:18][CH2:19][C:20](=[O:21])[C:22]1[CH:27]=[CH:26][CH:25]=[CH:24][CH:23]=1)[CH3:1])[C:11]1[CH:16]=[CH:15][CH:14]=[CH:13][CH:12]=1 |f:1.2,5.6|. Reported procedure: To a solution of commercially available N-α-CBZ-L-alanine (2.11 g, 9.5 mmol) in dichloromethane (50 mL) was added 2-aminoacetophenone hydrochloride (1.62 g, 9.5 mmol). The resulting solution was cooled to 0° C. and N-methylmorpholine (1.15 g, 11 mmol), 1-hydroxybenzotriazole (2.55 g, 18.9 mmol) and 1-[3-(dimethylamino)propyl]-3-ethylcarbodiimide hydrochloride (2.35 g, 12.3 mmol), in that order, were added under an Argon atmosphere. The reaction mixture was warmed to room temperature and stirred ... Reactants: ClCCCS(=O)(=O)NCC(CSC(NCCCCCCCCCCCCCCCCCC)=O)OC (3-(3-chloropropylsulfonylamino)-2-methoxy-1-octadecylcarbamoylthiopropane), [I-].[Na+] (sodium iodide). Run in C(C)C(=O)C (methyl ethyl ketone). The product is ICCCS(=O)(=O)NCC(CSC(NCCCCCCCCCCCCCCCCCC)=O)OC (3-(3-iodopropylsulfonylamino)-2-methoxy-1-octadecylcarbamoylthiopropane). Yield: 85.9%. RXN SMILES: Cl[CH2:2][CH2:3][CH2:4][S:5]([NH:8][CH2:9][CH:10]([O:34][CH3:35])[CH2:11][S:12][C:13](=[O:33])[NH:14][CH2:15][CH2:16][CH2:17][CH2:18][CH2:19][CH2:20][CH2:21][CH2:22][CH2:23][CH2:24][CH2:25][CH2:26][CH2:27][CH2:28][CH2:29][CH2:30][CH2:31][CH3:32])(=[O:7])=[O:6].[I-:36].[Na+]>C(C(C)=O)C>[I:36][CH2:2][CH2:3][CH2:4][S:5]([NH:8][CH2:9][CH:10]([O:34][CH3:35])[CH2:11][S:12][C:13](=[O:33])[NH:14][CH2:15][CH2:16][CH2:17][CH2:18][CH2:19][CH2:20][CH2:21][CH2:22][CH2:23][CH2:24][CH2:25][CH2:26][CH2:27][CH2:28][CH2:29][CH2:30][CH2:31][CH3:32])(=[O:7])=[O:6] |f:1.2|. Procedure details: To a solution of 197 mg (0.354 mM) of 3-(3-chloropropylsulfonylamino)-2-methoxy-1-octadecylcarbamoylthiopropane IIIa6 in 7 ml of methyl ethyl ketone is added 265 mg (1.77 mM) of sodium iodide and the mixture is heated under refluxing for 3 hours with stirring. After the solvent is evaporated, the residue is purified by the column chromatography on silica gel with a n-hexane-ethyl acetate (3:1) mixture as an eluent to give 197 mg (0.304 mM) of 3-(3-iodopropylsulfonylamino)-2-methoxy-1-octadecylca... Reactants: [Al+3], O=C(Cl)c1ccc(Br)cc1, Cc1ccc2c(c1)C(C)(C)CCC2(C)C, [Cl-], [Cl-], [Cl-], ClCCl. The product is Cc1cc2c(cc1C(=O)c1ccc(Br)cc1)C(C)(C)CCC2(C)C. As a reaction SMILES: [Al+3:27].[Br:16][c:17]1[cH:18][cH:19][c:20]([C:21](=[O:22])[Cl:23])[cH:24][cH:25]1.[CH3:1][C:2]1([CH3:15])[CH2:3][CH2:4][C:5]([CH3:13])([CH3:14])[c:6]2[cH:7][c:8]([CH3:12])[cH:9][cH:10][c:11]21.[Cl-:26].[Cl-:28].[Cl-:29].[Cl:30][CH2:31][Cl:32]>>[CH3:1][C:2]1([CH3:15])[CH2:3][CH2:4][C:5]([CH3:13])([CH3:14])[c:6]2[cH:7][c:8]([CH3:12])[c:9]([C:21]([c:20]3[cH:19][cH:18][c:17]([Br:16])[cH:25][cH:24]3)=[O:22])[cH:10][c:11]21. Reactants: C(C)(=O)O (acetic acid), C[O-].[K+] (potassium methoxide), ClC1=NC=CC(=C1NS(=O)(=O)C1=NN2C(=NC(=CC2=N1)F)OC)OC (N-(2-chloro-4-methoxy-3-pyridinyl)-7-fluoro-5-methoxy[1,2,4]triazolo[1,5-c]pyrimidine-2-sulfonamide). Solvent: CO (methanol), CS(=O)C (dimethyl sulfoxide), ClCCl (dichloromethane). Yields the product ClC1=NC=CC(=C1NS(=O)(=O)C1=NN2C(=NC(=CC2=N1)OC)OC)OC (N-(2-chloro-4-methoxy-3-pyridyl)-5,7-dimethoxy[1,2,4]triazolo[1,5-c]pyrimidine-2-sulfonamide). RXN SMILES: [Cl:1][C:2]1[C:7]([NH:8][S:9]([C:12]2[N:20]=[C:19]3[N:14]([C:15]([O:22][CH3:23])=[N:16][C:17](F)=[CH:18]3)[N:13]=2)(=[O:11])=[O:10])=[C:6]([O:24][CH3:25])[CH:5]=[CH:4][N:3]=1.C[O-].[K+].[C:29](O)(=[O:31])C>CS(C)=O.CO.ClCCl>[Cl:1][C:2]1[C:7]([NH:8][S:9]([C:12]2[N:20]=[C:19]3[N:14]([C:15]([O:22][CH3:23])=[N:16][C:17]([O:31][CH3:29])=[CH:18]3)[N:13]=2)(=[O:11])=[O:10])=[C:6]([O:24][CH3:25])[CH:5]=[CH:4][N:3]=1 |f:1.2|. Reported procedure: To a solution of 0.60 g (1.5 mmol) of N-(2-chloro-4-methoxy-3-pyridinyl)-7-fluoro-5-methoxy[1,2,4]triazolo[1,5-c]pyrimidine-2-sulfonamide in 20 mL of dimethyl sulfoxide was added with stirring 0.24 g (3.4 mmol) of potassium methoxide in 2.4 mL of dry methanol. After 1 hour 5 mL of acetic acid was added and the solution taken up in 400 mL of dichloromethane. The resulting solution was washed with water (6×150 mL), dried over magnesium sulfate, filtered, and concentrated by evaporation under reduc...